This data is from the Open Reaction Database (ORD), a public repository of structured organic reaction records. The task is: describe an organic reaction: reactants, conditions, products, and yield Reactants: Clc1nccc2ccc(Br)cc12, CC(=O)O, [Zn]. The product is Brc1ccc2ccncc2c1. As a reaction SMILES: [Br:1][c:2]1[cH:3][cH:4][c:5]2[cH:6][cH:7][n:8][c:9]([Cl:12])[c:10]2[cH:11]1.[CH3:13][C:14](=[O:15])[OH:16].[Zn:17]>>[Br:1][c:2]1[cH:3][cH:4][c:5]2[cH:6][cH:7][n:8][cH:9][c:10]2[cH:11]1. The reactants are CCOP(=O)(CP(=O)(OCC)OCC)OCC, COc1cc(COc2nn(-c3ccccc3)cc2C=O)ccc1OCc1nc(-c2cccnc2)oc1C, CN(C)C=O, [H-], [Na+], O. Product: CCOP(=O)(C=Cc1cn(-c2ccccc2)nc1OCc1ccc(OCc2nc(-c3cccnc3)oc2C)c(OC)c1)OCC. Reaction SMILES: [CH2:38]([P:39](=[O:40])([O:41][CH2:42][CH3:43])[O:44][CH2:45][CH3:46])[P:47]([O:48][CH2:49][CH3:50])([O:51][CH2:52][CH3:53])=[O:54].[CH3:1][O:2][c:3]1[cH:4][c:5]([CH2:6][O:7][c:8]2[n:9][n:10](-[c:15]3[cH:16][cH:17][cH:18][cH:19][cH:20]3)[cH:11][c:12]2[CH:13]=[O:14])[cH:21][cH:22][c:23]1[O:24][CH2:25][c:26]1[n:27][c:28](-[c:32]2[cH:33][n:34][cH:35][cH:36][cH:37]2)[o:29][c:30]1[CH3:31].[CH3:55][N:56]([CH3:57])[CH:58]=[O:59].[H-:60].[Na+:61].[OH2:62]>>[CH3:1][O:2][c:3]1[cH:4][c:5]([CH2:6][O:7][c:8]2[n:9][n:10](-[c:15]3[cH:16][cH:17][cH:18][cH:19][cH:20]3)[cH:11][c:12]2[CH:13]=[CH:38][P:47]([O:48][CH2:49][CH3:50])([O:51][CH2:52][CH3:53])=[O:54])[cH:21][cH:22][c:23]1[O:24][CH2:25][c:26]1[n:27][c:28](-[c:32]2[cH:33][n:34][cH:35][cH:36][cH:37]2)[o:29][c:30]1[CH3:31]. Starting materials: BrC1=NC(=NC=C1Cl)C1=CC=C(S1)S(=O)(=O)NNC(=O)OC(C)(C)C (tert-butyl 2-(5-(4-bromo-5-chloropyrimidin-2-yl)thiophen-2-ylsulfonyl)hydrazinecarboxylate), C1(CC1)C1=CC(=NN1)N (5-cyclopropyl-1H-pyrazol-3-amine). Solvent: C(CCC)O (n-butanol). The product is ClC=1C(=NC(=NC1)C1=CC=C(S1)S(=O)(=O)NNC(=O)OC(C)(C)C)NC1=NNC(=C1)C1CC1 (tert-butyl 2-(5-(5-chloro-4-(5-cyclopropyl-1H-pyrazol-3-ylamino)pyrimidin-2-yl)thiophen-2-ylsulfonyl)hydrazinecarboxylate). Isolated yield 11.8%. Reaction SMILES: Br[C:2]1[C:7]([Cl:8])=[CH:6][N:5]=[C:4]([C:9]2[S:13][C:12]([S:14]([NH:17][NH:18][C:19]([O:21][C:22]([CH3:25])([CH3:24])[CH3:23])=[O:20])(=[O:16])=[O:15])=[CH:11][CH:10]=2)[N:3]=1.[CH:26]1([C:29]2[NH:33][N:32]=[C:31]([NH2:34])[CH:30]=2)[CH2:28][CH2:27]1>C(O)CCC>[Cl:8][C:7]1[C:2]([NH:34][C:31]2[CH:30]=[C:29]([CH:26]3[CH2:28][CH2:27]3)[NH:33][N:32]=2)=[N:3][C:4]([C:9]2[S:13][C:12]([S:14]([NH:17][NH:18][C:19]([O:21][C:22]([CH3:25])([CH3:24])[CH3:23])=[O:20])(=[O:16])=[O:15])=[CH:11][CH:10]=2)=[N:5][CH:6]=1. Procedure details: A mixture of tert-butyl 2-(5-(4-bromo-5-chloropyrimidin-2-yl)thiophen-2-ylsulfonyl)hydrazinecarboxylate (179 mg, 0.38 mmol, 1.0 eq) and 5-cyclopropyl-1H-pyrazol-3-amine (92 mg, 0.76 mmol, 2.0 equiv.) in n-butanol was refluxed for 2 h, The reaction was cooled down and extracted with EA and the combined layers were dried (Na2SO4), filtered and purified by silica gel chromatography (EA/PE 1:2) to afford tert-butyl 2-(5-(5-chloro-4-(5-cyclopropyl-1H-pyrazol-3-ylamino)pyrimidin-2-yl)thiophen-2-ylsulf... Procedure details: A white suspension of 37.91 g (0.50 mol) of glycine, 9.0 g (0.50 mol) of water and 160 ml of methanol was cooled to 0° C. The pH was adjusted to 9.5 by addition of 30 percent strength sodium hydroxide solution. 140.46 g of a solution of methyl pentanimidate (41 percent strength=0.50 mol) in toluene was added dropwise in the course of 11 minutes, so that the temperature could be kept at 0° C. The reaction mixture was stirred for 20 hours at room temperature, after which the pH was adjusted from 1... Run at temperature 0 celsius, time 20 hour. Yields the product C(CCC)C=1NC(=C(N1)C=O)Cl (2-Butyl-5-chloroimidazole-4-carbaldehyde). Starting materials: solution, C(CCCC)(OC)=N (methyl pentanimidate), S(O)(O)(=O)=O (sulfuric acid), NCC(=O)O (glycine), [OH-].[Na+] (sodium hydroxide), CN(C=O)C (dimethylformamide), [OH-].[Na+] (sodium hydroxide), P(=O)(Cl)(Cl)Cl (phosphorus oxychloride). Solvent: C1(=CC=CC=C1)C (toluene), C1(=CC=CC=C1)C (toluene), O (water), CO (methanol), O (water), C(C)(=O)OCC (ethyl acetate). RXN SMILES: [NH2:1][CH2:2][C:3]([OH:5])=O.[OH-].[Na+].[C:8](=N)(OC)[CH2:9][CH2:10][CH2:11]C.S(=O)(=O)(O)O.P(Cl)(Cl)([Cl:23])=O.[CH3:26][N:27]([CH3:30])C=O>C1(C)C=CC=CC=1.C(OCC)(=O)C.O.CO>[CH2:8]([C:26]1[NH:27][C:30]([Cl:23])=[C:2]([CH:3]=[O:5])[N:1]=1)[CH2:9][CH2:10][CH3:11] |f:1.2|. Reactants: [Al+3], C1CCOC1, [H-], [H-], [H-], [H-], [Li+], CCOC(=O)C(C)(C)c1cc(N)n(-c2ccccc2)n1. The product is CC(C)(CO)c1cc(N)n(-c2ccccc2)n1. As a reaction SMILES: [Al+3:22].[CH2:27]1[O:28][CH2:29][CH2:30][CH2:31]1.[H-:21].[H-:24].[H-:25].[H-:26].[Li+:23].[NH2:1][c:2]1[cH:3][c:4]([C:13]([C:14](=[O:15])[O:16][CH2:17][CH3:18])([CH3:19])[CH3:20])[n:5][n:6]1-[c:7]1[cH:8][cH:9][cH:10][cH:11][cH:12]1>>[NH2:1][c:2]1[cH:3][c:4]([C:13]([CH2:14][OH:15])([CH3:19])[CH3:20])[n:5][n:6]1-[c:7]1[cH:8][cH:9][cH:10][cH:11][cH:12]1. The reactants are CC(C)(C)[Si](Cl)(c1ccccc1)c1ccccc1, CN(C)C=O, [H-], [Na+], O, O=[N+]([O-])c1ccc(OCCO)nc1. The product is CC(C)(C)[Si](OCCOc1ccc([N+](=O)[O-])cn1)(c1ccccc1)c1ccccc1. RXN SMILES: [C:16]([CH3:17])([CH3:18])([CH3:19])[Si:20]([c:21]1[cH:22][cH:23][cH:24][cH:25][cH:26]1)([c:27]1[cH:28][cH:29][cH:30][cH:31][cH:32]1)[Cl:33].[CH3:35][N:36]([CH3:37])[CH:38]=[O:39].[H-:14].[Na+:15].[OH2:34].[OH:1][CH2:2][CH2:3][O:4][c:5]1[n:6][cH:7][c:8]([N+:11](=[O:12])[O-:13])[cH:9][cH:10]1>>[O:1]([CH2:2][CH2:3][O:4][c:5]1[n:6][cH:7][c:8]([N+:11](=[O:12])[O-:13])[cH:9][cH:10]1)[Si:20]([C:16]([CH3:17])([CH3:18])[CH3:19])([c:21]1[cH:22][cH:23][cH:24][cH:25][cH:26]1)[c:27]1[cH:28][cH:29][cH:30][cH:31][cH:32]1.